Dataset: the Open Reaction Database (ORD), a public repository of structured organic reaction records. Task: describe an organic reaction: reactants, conditions, products, and yield Starting materials: CNC1=C(SC(=C1)C1=CC=NC=C1)C(=O)N (3-(methylamino)-5-(pyridin-4-yl)thiophene-2-carboxamide), O.C1(=CC=C(C=C1)S(=O)(=O)O)C (p-toluenesulfonic acid monohydrate), CC(=O)C (acetone). Solvent: C1(=CC=CC=C1)C (toluene). The product is CN1C(NC(C2=C1C=C(S2)C2=CC=NC=C2)=O)(C)C (1,2,2-trimethyl-6-(pyridin-4-yl)-2,3-dihydrothieno[3,2-d]pyrimidin-4(1H)-one). Yield: 13.9%. RXN SMILES: [CH3:1][NH:2][C:3]1[CH:7]=[C:6]([C:8]2[CH:13]=[CH:12][N:11]=[CH:10][CH:9]=2)[S:5][C:4]=1[C:14]([NH2:16])=[O:15].O.[C:18]1(C)[CH:23]=CC(S(O)(=O)=O)=C[CH:19]=1.CC(C)=O>C1(C)C=CC=CC=1>[CH3:1][N:2]1[C:3]2[CH:7]=[C:6]([C:8]3[CH:9]=[CH:10][N:11]=[CH:12][CH:13]=3)[S:5][C:4]=2[C:14](=[O:15])[NH:16][C:18]1([CH3:23])[CH3:19] |f:1.2|. Procedure: A mixture of 3-(methylamino)-5-(pyridin-4-yl)thiophene-2-carboxamide (400 mg, 1.72 mmol), p-toluenesulfonic acid monohydrate (150 mg) and acetone (40 mL) in toluene (40 mL) was heated to reflux overnight. After removal of the solvent, the residue was purified by column chromatography on silica gel (MeOH: dichloromethane=1:9) to afford the title compound (30 mg, yield 6%) as an orange solid: The reactants are ClC=1C=C2CC(N(C2=CC1)C(=O)N)=O (5-chloro-2-oxindole-1-carboxamide), COC(=O)C=1C=C(SC1)C(=O)O (4-Methoxycarbonyl-2-thiophenecarboxylic acid), C(=O)(N1C=NC=C1)N1C=NC=C1 (1,1'-carbonyldiimidazole), C(C)(=O)O (acetic acid). The reagents and catalysts are CN(C)C1=CC=NC=C1 (4-(N,N-dimethylamino)pyridine). Solvent: CN(C=O)C (N,N-dimethylformamide), CN(C=O)C (N,N-dimethylformamide). Product: ClC=1C=C2C(C(N(C2=CC1)C(=O)N)=O)C(C1=CC(=CS1)C(=O)OC)=O (5-Chloro-3-(4-methoxycarbonyl-2-thenoyl)-2-oxindole-1-carboxamide). Isolated yield 67.9%. RXN SMILES: [CH3:1][O:2][C:3]([C:5]1[CH:6]=[C:7]([C:10]([OH:12])=O)[S:8][CH:9]=1)=[O:4].C(N1C=CN=C1)(N1C=CN=C1)=O.[Cl:25][C:26]1[CH:27]=[C:28]2[C:32](=[CH:33][CH:34]=1)[N:31]([C:35]([NH2:37])=[O:36])[C:30](=[O:38])[CH2:29]2.C(O)(=O)C>CN(C)C=O.CN(C1C=CN=CC=1)C>[Cl:25][C:26]1[CH:27]=[C:28]2[C:32](=[CH:33][CH:34]=1)[N:31]([C:35]([NH2:37])=[O:36])[C:30](=[O:38])[CH:29]2[C:10](=[O:12])[C:7]1[S:8][CH:9]=[C:5]([C:3]([O:2][CH3:1])=[O:4])[CH:6]=1. Procedure: The title compound was prepared according to the procedure of Example 55. To a solution of 1.50 g (8.06 mmoles) of 4-methoxycarbonyl-2-thiophenecarboxylic acid (prepared as described in Example 9) in 15 ml of N,N-dimethylformamide was added 1.57 g (9.67 mmoles) of 1,1'-carbonyldiimidazole. After two hours the reaction contents were slowly added to 1.54 g (7.32 mmoles) of 5-chloro-2-oxindole-1-carboxamide and 2.66 g (21.75 mmoles) of 4-(N,N-dimethylamino)pyridine in N,N-dimethylformamide. Acidic ... Starting materials: O[C@@H]1[C@]2(C)[C@@H](CC1)[C@@H]1CC[C@H]3N(C(CC[C@]3(C)[C@H]1CC2)=O)C (17β-hydroxy-4-methyl-5α-4-azaandrostan-3-one), C(C1=CC=CC=C1)N=C=O (benzyl isocyanate). The solvent is N1=CC=CC=C1 (pyridine). Run at time 18 hour. Yields the product C(C1=CC=CC=C1)NC(=O)O[C@@H]1[C@]2(C)[C@@H](CC1)[C@@H]1CC[C@H]3N(C(CC[C@]3(C)[C@H]1CC2)=O)C (17β-(benzylaminocarbonyloxy)-4-methyl-5α-4-azaandrostan-3-one). RXN SMILES: [OH:1][C@H:2]1[CH2:7][CH2:6][C@H:5]2[C@H:8]3[C@H:18]([CH2:19][CH2:20][C@:3]12[CH3:4])[C@:16]1([CH3:17])[C@H:11]([N:12]([CH3:22])[C:13](=[O:21])[CH2:14][CH2:15]1)[CH2:10][CH2:9]3.[CH2:23]([N:30]=[C:31]=[O:32])[C:24]1[CH:29]=[CH:28][CH:27]=[CH:26][CH:25]=1>N1C=CC=CC=1>[CH2:23]([NH:30][C:31]([O:1][C@H:2]1[CH2:7][CH2:6][C@H:5]2[C@H:8]3[C@H:18]([CH2:19][CH2:20][C@:3]12[CH3:4])[C@:16]1([CH3:17])[C@H:11]([N:12]([CH3:22])[C:13](=[O:21])[CH2:14][CH2:15]1)[CH2:10][CH2:9]3)=[O:32])[C:24]1[CH:29]=[CH:28][CH:27]=[CH:26][CH:25]=1. Procedure details: To a solution of 17β-hydroxy-4-methyl-5α-4-azaandrostan-3-one (61 mg) in pyridine (0.60 ml) was added benzyl isocyanate (54 mg, 0.40 mmol). The mixture was stirred at 60°-70° C. under N2 for 18 hr and pumped in vacuo to remove pyridine. The residue was purified using a silica gel plate (2000 m) developed with ethyl acetate (Rf=0.37, run in EtOAc) to give the title compound; m.p. is 216°-217° C. Reaction SMILES: [CH2:1]([S:5][C:6]1[C:7]2[C:12]([CH:13]=[C:14]3[C:19]=1[CH:18]=[CH:17][CH:16]=[CH:15]3)=[CH:11][CH:10]=[CH:9][CH:8]=2)[CH2:2][CH2:3][CH3:4].[F:20][C:21]([F:28])([F:27])[S:22]([O:25]C)(=[O:24])=[O:23]>CCCCCCC>[O-:25][S:22]([C:21]([F:28])([F:27])[F:20])(=[O:24])=[O:23].[CH:18]1[C:19]2[C:14](=[CH:13][C:12]3[C:7]([C:6]=2[S+:5]([CH2:1][CH2:2][CH2:3][CH3:4])[CH3:21])=[CH:8][CH:9]=[CH:10][CH:11]=3)[CH:15]=[CH:16][CH:17]=1 |f:3.4|. The reactants are C(CCC)SC=1C2=CC=CC=C2C=C2C=CC=CC12 (9-butylthioanthracene), FC(S(=O)(=O)OC)(F)F (methyl trifluoromethanesulfonate). Procedure: 10.0 g (37.5 mM) of 9-butylthioanthracene was dissolved in approximately 100 mL heptane. To this was slowly added 6.2 g (4.3 mL, 37.8 mM) of methyl trifluoromethanesulfonate. There was a slight color change due to local orange color produced on addition, no exotherm, and haziness after a short time. The reaction was left to stir over the weekend during which time a precipitate formed. The reaction was cooled in an ice bath, then filtered and rinsed with hexanes, then air dried. This material was... Product: [O-]S(=O)(=O)C(F)(F)F.C1=CC=CC2=CC3=CC=CC=C3C(=C12)[S+](C)CCCC (9-anthryl n-butyl methyl sulfonium triflate). Yield: 33.2%. Run in CCCCCCC (heptane). The reactants are [N+](=O)([O-])[O-].[K+] (potassium nitrate), Cl.C(C)C1OC2=C(CNC1)C=CC=C2 (2-Ethyl-2,3,4,5-tetrahydro-1,4-benzoxazapine hydrochloride), [OH-].[Na+] (NaOH). Run in S(O)(O)(=O)=O (sulfuric acid). Conditions: time 5 minute. Yields the product Cl.[N+](=O)([O-])C=1C=CC2=C(CNCC(O2)CC)C1 (7-Nitro-2-ethyl-2,3,4,5-tetrahydro-1,4-benzoxazapine hydrochloride). As a reaction SMILES: [ClH:1].[CH2:2]([CH:4]1[CH2:10][NH:9][CH2:8][C:7]2[CH:11]=[CH:12][CH:13]=[CH:14][C:6]=2[O:5]1)[CH3:3].[N+:15]([O-])([O-:17])=[O:16].[K+].[OH-].[Na+]>S(=O)(=O)(O)O>[ClH:1].[N+:15]([C:12]1[CH:13]=[CH:14][C:6]2[O:5][CH:4]([CH2:2][CH3:3])[CH2:10][NH:9][CH2:8][C:7]=2[CH:11]=1)([O-:17])=[O:16] |f:0.1,2.3,4.5,7.8|. Reported procedure: 2-Ethyl-2,3,4,5-tetrahydro-1,4-benzoxazapine hydrochloride (8.0 g, 37.3 mmol) was dissolved in concentrated sulfuric acid (100 ml) and to this was added potassium nitrate (3.77 g, 37.3 mmol) at 0° C. The mixture was allowed to stir for 5 min, dumped into ice, neutralized with 50% NaOH, and extracted with ethyl acetate (3×100 ml). The combined extracts were washed with water, dried over magnesium sulfate, filtered, and concentrated to an oil. The oil was dissolved in isopropanol and treated with ... The reactants are O=C([O-])[O-], [Na+], [Na+], O, O=S(=O)(O)O, Clc1ccc(N2CCC3(CC2)OCCO3)cc1-c1nc2ccccc2[nH]1. Product: O=C1CCN(c2ccc(Cl)c(-c3nc4ccccc4[nH]3)c2)CC1. Reaction SMILES: [C:32](=[O:33])([O-:34])[O-:35].[Na+:36].[Na+:37].[OH2:38].[S:27](=[O:28])(=[O:29])([OH:30])[OH:31].[nH:1]1[c:2](-[c:10]2[cH:11][c:12]([N:17]3[CH2:18][CH2:19][C:20]4([O:21][CH2:24][CH2:23][O:22]4)[CH2:25][CH2:26]3)[cH:13][cH:14][c:15]2[Cl:16])[n:3][c:4]2[c:5]1[cH:6][cH:7][cH:8][cH:9]2>>[nH:1]1[c:2](-[c:10]2[cH:11][c:12]([N:17]3[CH2:18][CH2:19][C:20](=[O:21])[CH2:25][CH2:26]3)[cH:13][cH:14][c:15]2[Cl:16])[n:3][c:4]2[c:5]1[cH:6][cH:7][cH:8][cH:9]2. Starting materials: [N+](=O)([O-])[O-].[Ag+] (silver nitrate), S(=O)(=O)(O)C1=CC=CC=2NN=NC21 (4-sulfobenzotriazole), [OH-].[Na+] (sodium hydroxide), [OH-].[Na+] (sodium hydroxide), polyvinyl pyrrolidone, O (water). Run in C(C)O.O (ethanol water). Product: S(=O)(=O)(O)C1=CC=CC=2NN=NC21.[Ag] (silver 4-sulfobenzotriazole). Reaction SMILES: [S:1]([C:5]1[C:13]2[N:12]=[N:11][NH:10][C:9]=2[CH:8]=[CH:7][CH:6]=1)([OH:4])(=[O:3])=[O:2].[OH-].[Na+].[N+]([O-])([O-])=O.[Ag+:20].O>C(O)C.O>[S:1]([C:5]1[C:13]2[N:12]=[N:11][NH:10][C:9]=2[CH:8]=[CH:7][CH:6]=1)([OH:4])(=[O:3])=[O:2].[Ag:20] |f:1.2,3.4,6.7,8.9|. Procedure details: Forty grams of 4-sulfobenzotriazole and 8.0 g of sodium hydroxide were added to and dissolved in 500 ml of an ethanol-water (1:1) mixture liquid containing 40 g of polyvinyl pyrrolidone. To this solution were added dropwise 33 ml of a five-normal silver nitrate solution. At this time a five-normal sodium hydroxide solution also was simultaneouly added dropwise to maintain the pH at 7 to 8. To this solution, after being stirred for an hour at room temperature, was added water to make the whole qu...